Dataset: the Open Reaction Database (ORD), a public repository of structured organic reaction records. Task: describe an organic reaction: reactants, conditions, products, and yield The reactants are Cl.NC(=N)N (guanidine hydrochloride), C[O-].[Na+] (sodium methylate), CN(C=CC(=O)C1=C(OCC(CN2CCN(CC2)C2=CC=C(C=C2)Cl)O)C=CC=C1)C (1-[2-(3-dimethylamino-1-oxo-propenyl)-phenoxy]-3-[4-(4-chlorophenyl)-piperazin-1-yl]-propan-2-ol), Cl (HCl). Solvent: C(C)O (ethanol). Product: NC1=NC=CC(=N1)C1=C(OCC(CN2CCN(CC2)C2=CC=C(C=C2)Cl)O)C=CC=C1 (1-[2-(2-Aminopyrimidin-4-yl)-phenoxy]-3-[4-(4-chlorophenyl)-piperazin-1-yl]-propan-2-ol). Reaction SMILES: Cl.[NH2:2][C:3]([NH2:5])=[NH:4].C[O-].[Na+].CN(C)[CH:11]=[CH:12][C:13]([C:15]1[CH:38]=[CH:37][CH:36]=[CH:35][C:16]=1[O:17][CH2:18][CH:19]([OH:34])[CH2:20][N:21]1[CH2:26][CH2:25][N:24]([C:27]2[CH:32]=[CH:31][C:30]([Cl:33])=[CH:29][CH:28]=2)[CH2:23][CH2:22]1)=O.Cl>C(O)C>[NH2:4][C:3]1[N:5]=[C:13]([C:15]2[CH:38]=[CH:37][CH:36]=[CH:35][C:16]=2[O:17][CH2:18][CH:19]([OH:34])[CH2:20][N:21]2[CH2:22][CH2:23][N:24]([C:27]3[CH:28]=[CH:29][C:30]([Cl:33])=[CH:31][CH:32]=3)[CH2:25][CH2:26]2)[CH:12]=[CH:11][N:2]=1 |f:0.1,2.3|. Procedure: 2.0 g (0.021 mole) of guanidine hydrochloride and 0.042 mole of a 30% strength sodium methylate solution are added to 10.0 g (0.021 mole) of 1-[2-(3-dimethylamino-1-oxo-propenyl)-phenoxy]-3-[4-(4-chlorophenyl)-piperazin-1-yl]-propan-2-ol.HCl in 250 ml of ethanol, and the mixture is refluxed for 12 hours. The hot solution is filtered and the filtrate is concentrated. The crude product is recrystallized from ethanol, and 3.5 g (38%) of product of melting point 159°-160° C. are isolated.